describe an organic reaction: reactants, conditions, products, and yield From a dataset of the Open Reaction Database (ORD), a public repository of structured organic reaction records. The reactants are C(C)(C)(C)OC(=O)N1C(OC[C@@H]1CCC1=CC=C(C=C1)NC1=NC=C(C=C1)C(F)(F)F)(C)C ((S)-2,2-dimethyl-4-{2-[4-(5-trifluoromethyl-pyridin-2-ylamino)-phenyl]-ethyl}-oxazolidine-3-carboxylic acid tert-butyl ester), O (water), FC(C(=O)O)(F)F (trifluoroacetic acid). The solvent is C(C)#N (acetonitrile), C(C)(=O)OCC (ethyl acetate). Conditions: temperature 80 celsius. Product: N[C@H](CO)CCC1=CC=C(C=C1)NC1=NC=C(C=C1)C(F)(F)F ((S)-2-amino-4-[4-(5-trifluoromethyl-pyridin-2-ylamino)-phenyl]-butan-1-ol). The yield is 100.7%. As a reaction SMILES: C(OC([N:8]1[C@@H:12]([CH2:13][CH2:14][C:15]2[CH:20]=[CH:19][C:18]([NH:21][C:22]3[CH:27]=[CH:26][C:25]([C:28]([F:31])([F:30])[F:29])=[CH:24][N:23]=3)=[CH:17][CH:16]=2)[CH2:11][O:10]C1(C)C)=O)(C)(C)C.O.FC(F)(F)C(O)=O>C(#N)C.C(OCC)(=O)C>[NH2:8][C@@H:12]([CH2:13][CH2:14][C:15]1[CH:16]=[CH:17][C:18]([NH:21][C:22]2[CH:27]=[CH:26][C:25]([C:28]([F:31])([F:29])[F:30])=[CH:24][N:23]=2)=[CH:19][CH:20]=1)[CH2:11][OH:10]. Reported procedure: To a solution of (S)-2,2-dimethyl-4-{2-[4-(5-trifluoromethyl-pyridin-2-ylamino)-phenyl]-ethyl}-oxazolidine-3-carboxylic acid tert-butyl ester (54 mg) in acetonitrile (0.5 ml) were added water (1.5 ml) and trifluoroacetic acid (0.071 ml). The mixture was heated at 80° C. for 2 h. The mixture was then cooled to room temperature and diluted with ethyl acetate. The resulting mixture was washed sequentially with 1 N aq. sodium hydroxide solution and saturated brine, the phases were then separated and... Solvent: C(C)O (ethanol), O (water), CCO (EtOH), O (water). Product: C(#C)C1=C2/C(/C(NC2=CC=C1)=O)=C/C=1NC=CC1OC ((Z)-1,3-dihydro-4-ethynyl-3-[(3-methoxy-1H-pyrrol-2-yl)methylene]-2H-indol-2-one). Reported procedure: Using Method K above, a solution of (Z)-1,3-dihydro-3-[(3-methoxy-1H-pyrrol-2-yl)methylene]-4-(2-trimethylsilyl-ethynyl)-2H-indol-2-one (1.3 g, 3.86 mmol) (from Step 1 above) in EtOH (80 mL) was treated with AgNO3 (1.46 g, 8.59 mmol) in ethanol (5 mL) and water (15 mL) at room temperature for 1 h followed by KCN (2.71 g, 41.6 mmol) in water (10 mL) to give (Z)-1,3-dihydro-4-ethynyl-3-[(3-methoxy-1H-pyrrol-2-yl)methylene]-2H-indol-2-one. (Yield 1.02 g, 100%). Reactants: COC1=C(NC=C1)\C=C\1/C(NC2=CC=CC(=C12)C#C[Si](C)(C)C)=O ((Z)-1,3-dihydro-3-[(3-methoxy-1H-pyrrol-2-yl)methylene]-4-(2-trimethylsilyl-ethynyl)-2H-indol-2-one), [C-]#N.[K+] (KCN). Reagents/catalysts: [N+](=O)([O-])[O-].[Ag+] (AgNO3). Reaction SMILES: [CH3:1][O:2][C:3]1[CH:7]=[CH:6][NH:5][C:4]=1/[CH:8]=[C:9]1\[C:10](=[O:24])[NH:11][C:12]2[C:17]\1=[C:16]([C:18]#[C:19][Si](C)(C)C)[CH:15]=[CH:14][CH:13]=2.[C-]#N.[K+]>CCO.O.[N+]([O-])([O-])=O.[Ag+]>[C:18]([C:16]1[CH:15]=[CH:14][CH:13]=[C:12]2[C:17]=1/[C:9](=[CH:8]/[C:4]1[NH:5][CH:6]=[CH:7][C:3]=1[O:2][CH3:1])/[C:10](=[O:24])[NH:11]2)#[CH:19] |f:1.2,5.6|.